From a dataset of the Open Reaction Database (ORD), a public repository of structured organic reaction records. describe an organic reaction: reactants, conditions, products, and yield The reactants are CC#N, Cl, O=[N+]([O-])C=C1NCCN1CC1CCOC1, O=Cc1ccco1. The product is O=[N+]([O-])C(=Cc1ccco1)C1=NCCN1CC1CCOC1. RXN SMILES: [CH3:24][C:25]#[N:26].[ClH:23].[O:1]1[CH2:2][CH:3]([CH2:6][N:7]2[C:8](=[CH:12][N+:13](=[O:14])[O-:15])[NH:9][CH2:10][CH2:11]2)[CH2:4][CH2:5]1.[o:16]1[c:17]([CH:21]=[O:22])[cH:18][cH:19][cH:20]1>>[O:1]1[CH2:2][CH:3]([CH2:6][N:7]2[C:8]([C:12]([N+:13](=[O:14])[O-:15])=[CH:21][c:17]3[o:16][cH:20][cH:19][cH:18]3)=[N:9][CH2:10][CH2:11]2)[CH2:4][CH2:5]1.